Dataset: the Open Reaction Database (ORD), a public repository of structured organic reaction records. Task: describe an organic reaction: reactants, conditions, products, and yield Starting materials: CN(C)CC1CC2(CCC1(O)c1ccccc1)OCCO2, Cl, Cl, C1CCOC1, O. The product is CN(C)CC1CC(=O)CCC1(O)c1ccccc1, Cl. Reaction SMILES: [CH3:3][N:4]([CH3:5])[CH2:6][CH:7]1[CH2:8][C:9]2([O:10][CH2:13][CH2:12][O:11]2)[CH2:14][CH2:15][C:16]1([OH:17])[c:18]1[cH:19][cH:20][cH:21][cH:22][cH:23]1.[ClH:1].[ClH:2].[O:25]1[CH2:26][CH2:27][CH2:28][CH2:29]1.[OH2:24]>>[CH3:3][N:4]([CH3:5])[CH2:6][CH:7]1[CH2:8][C:9](=[O:10])[CH2:14][CH2:15][C:16]1([OH:17])[c:18]1[cH:19][cH:20][cH:21][cH:22][cH:23]1.[ClH:1].